From a dataset of the Open Reaction Database (ORD), a public repository of structured organic reaction records. describe an organic reaction: reactants, conditions, products, and yield Starting materials: OBO, O=C([O-])[O-], COc1ccccc1, CCO, Cc1ccccc1, COc1cc2c(cc1OC)C(c1ccc(I)cc1)=NN(C)C(=O)C2, [Na+], [Na+], O. Yields the product COc1cc2c(cc1OC)C(c1ccc(-c3ccccc3OC)cc1)=NN(C)C(=O)C2. As a reaction SMILES: [BH:25]([OH:26])[OH:27].[C:36](=[O:37])([O-:38])[O-:39].[CH3:28][O:29][c:30]1[cH:31][cH:32][cH:33][cH:34][cH:35]1.[CH3:42][CH2:43][OH:44].[CH3:45][c:46]1[cH:47][cH:48][cH:49][cH:50][cH:51]1.[I:1][c:2]1[cH:3][cH:4][c:5]([C:8]2=[N:9][N:10]([CH3:24])[C:11](=[O:23])[CH2:12][c:13]3[c:14]2[cH:15][c:16]([O:21][CH3:22])[c:17]([O:19][CH3:20])[cH:18]3)[cH:6][cH:7]1.[Na+:40].[Na+:41].[OH2:52]>>[c:2]1(-[c:31]2[c:30]([O:29][CH3:28])[cH:35][cH:34][cH:33][cH:32]2)[cH:3][cH:4][c:5]([C:8]2=[N:9][N:10]([CH3:24])[C:11](=[O:23])[CH2:12][c:13]3[c:14]2[cH:15][c:16]([O:21][CH3:22])[c:17]([O:19][CH3:20])[cH:18]3)[cH:6][cH:7]1. Starting materials: BrCC1=C(C=C(C(=O)OC)C=C1)OC (methyl 4-(bromomethyl)-3-methoxybenzoate), C([O-])([O-])=O.[K+].[K+] (potassium carbonate), ClC=1C=C(C=NC1OCC(C)C)O (5-chloro-6-isobutoxypyridin-3-ol). Solvent: CC(=O)C (acetone). Yields the product ClC=1C=C(C=NC1OCC(C)C)OCC1=C(C=C(C(=O)OC)C=C1)OC (Methyl 4-((5-chloro-6-isobutoxypyridin-3-yloxy)methyl)-3-methoxybenzoate). As a reaction SMILES: Br[CH2:2][C:3]1[CH:12]=[CH:11][C:6]([C:7]([O:9][CH3:10])=[O:8])=[CH:5][C:4]=1[O:13][CH3:14].C(=O)([O-])[O-].[K+].[K+].[Cl:21][C:22]1[CH:23]=[C:24]([OH:33])[CH:25]=[N:26][C:27]=1[O:28][CH2:29][CH:30]([CH3:32])[CH3:31]>CC(C)=O>[Cl:21][C:22]1[CH:23]=[C:24]([O:33][CH2:2][C:3]2[CH:12]=[CH:11][C:6]([C:7]([O:9][CH3:10])=[O:8])=[CH:5][C:4]=2[O:13][CH3:14])[CH:25]=[N:26][C:27]=1[O:28][CH2:29][CH:30]([CH3:31])[CH3:32] |f:1.2.3|. Reported procedure: To a solution of methyl 4-(bromomethyl)-3-methoxybenzoate (250 mg, 0.965 mmol) in acetone (20.0 mL) were added potassium carbonate (267 mg, 1.93 mmol) and 5-chloro-6-isobutoxypyridin-3-ol (Preparation 1, 195 mg, 0.965 mmol) and the reaction mixture was heated at reflux for 16 hours, then allowed to cool to room temperature. The solvent was removed in vacuo to yield a yellow solid, which was partitioned between EtOAc (30.0 mL) and water (50.0 mL). The aqueous was further extracted with EtOAc (2×3... Reactants: BrCBr, CCOC(C)=O, CC(C)CCO[N+](=O)[O-], CCn1c(C(=O)N(C2CC2)C2CC2)cc2c3c(ncn3C)c(N)nc21. Product: CCn1c(C(=O)N(C2CC2)C2CC2)cc2c3c(ncn3C)c(Br)nc21. RXN SMILES: [Br:26][CH2:27][Br:28].[CH3:38][CH2:39][O:40][C:41](=[O:42])[CH3:43].[N+:29]([O-:30])([O:31][CH2:32][CH2:33][CH:34]([CH3:35])[CH3:36])=[O:37].[NH2:1][c:2]1[c:3]2[c:4]([c:5]3[c:6]([n:7]1)[n:8]([CH2:20][CH3:21])[c:9]([C:11](=[O:12])[N:13]([CH:14]1[CH2:15][CH2:16]1)[CH:17]1[CH2:18][CH2:19]1)[cH:10]3)[n:22]([CH3:25])[cH:23][n:24]2>>[c:2]1([Br:26])[c:3]2[c:4]([c:5]3[c:6]([n:7]1)[n:8]([CH2:20][CH3:21])[c:9]([C:11](=[O:12])[N:13]([CH:14]1[CH2:15][CH2:16]1)[CH:17]1[CH2:18][CH2:19]1)[cH:10]3)[n:22]([CH3:25])[cH:23][n:24]2. The reactants are Cl (HCl), C(CCC)C12CC3=CC(=CC=C3C2=C(C(C(C1)I)=O)C)OCOC ((2SR,9aRS)-9a-butyl-2-iodo-7-methoxymethoxy-4-methyl-1,2,9,9a-tetrahydro-3H-fluoren-3-one), C(=O)(O)[O-].[Na+] (NaHCO3). Run in CCOC(=O)C (EtOAc), CO (methanol). Conditions: temperature 70 celsius. The product is C(CCC)C12CC3=CC(=CC=C3C2=C(C(C(C1)I)=O)C)O ((2SR,9aRS)-9a-butyl-7-hydroxy-2-iodo-4-methyl-1,2,9,9a-tetrahydro-3H-fluoren-3-one). Reaction SMILES: [CH2:1]([C:5]12[CH2:17][CH:16]([I:18])[C:15](=[O:19])[C:14]([CH3:20])=[C:13]1[C:12]1[C:7](=[CH:8][C:9]([O:21]COC)=[CH:10][CH:11]=1)[CH2:6]2)[CH2:2][CH2:3][CH3:4].Cl.C([O-])(O)=O.[Na+]>CO.CCOC(C)=O>[CH2:1]([C:5]12[CH2:17][CH:16]([I:18])[C:15](=[O:19])[C:14]([CH3:20])=[C:13]1[C:12]1[C:7](=[CH:8][C:9]([OH:21])=[CH:10][CH:11]=1)[CH2:6]2)[CH2:2][CH2:3][CH3:4] |f:2.3|. Reported procedure: A suspension of (2SR,9aRS)-9a-butyl-2-iodo-7-methoxymethoxy-4-methyl-1,2,9,9a-tetrahydro-3H-fluoren-3-one (50 mg, 0.11 mmol) in methanol (3.5 mL) was placed under a nitrogen atmosphere, heated in an oil bath at 70° C. to affect solution, then treated with 2N aqueous HCl (0.195 mL, 0.39 mmol). The resulting solution was stirred and heated in an oil bath at 70° C. for 50 minutes. After cooling to room temperature, the mixture was diluted with EtOAc and shaken with 5% aqueous NaHCO3. The aqueous po... The reactants are COC1=CC=C(C=C1)S(=O)(=O)Cl (4-methoxybenzenesulphonyl chloride), [H-].[Na+] (Sodium hydride), suspension, NC1=NC=2N(C(N(C(C2N1)=O)CC1CC1)=O)CC1CC1 (8-amino-1,3-di(cyclopropylmethyl)xanthine), Cl (hydrochloric acid). Run in O1CCCC1 (tetrahydrofuran), O (water). Conditions: time 30 minute. Yields the product C1(CC1)CN1C(=O)N(C=2N=C(NC2C1=O)NS(=O)(=O)C1=CC=C(C=C1)OC)CC1CC1 (1,3-di(cyclopropylmethyl)-8-(4-methoxybenzenesulphonylamino )xanthine). Yield: 30.8%. As a reaction SMILES: [H-].[Na+].[NH2:3][C:4]1[NH:12][C:11]2[C:10](=[O:13])[N:9]([CH2:14][CH:15]3[CH2:17][CH2:16]3)[C:8](=[O:18])[N:7]([CH2:19][CH:20]3[CH2:22][CH2:21]3)[C:6]=2[N:5]=1.[CH3:23][O:24][C:25]1[CH:30]=[CH:29][C:28]([S:31](Cl)(=[O:33])=[O:32])=[CH:27][CH:26]=1.Cl>O1CCCC1.O>[CH:15]1([CH2:14][N:9]2[C:10](=[O:13])[C:11]3[NH:12][C:4]([NH:3][S:31]([C:28]4[CH:27]=[CH:26][C:25]([O:24][CH3:23])=[CH:30][CH:29]=4)(=[O:33])=[O:32])=[N:5][C:6]=3[N:7]([CH2:19][CH:20]3[CH2:22][CH2:21]3)[C:8]2=[O:18])[CH2:16][CH2:17]1 |f:0.1|. Reported procedure: Sodium hydride (0.31 g of a 60% suspension in oil, 2.1 eq) was added to a suspension of 8-amino-1,3-di(cyclopropylmethyl)xanthine (1 g, 3.64 mmol) in tetrahydrofuran (25 ml). After 30 minutes, 4-methoxybenzenesulphonyl chloride (0.82 g, 1.1 eq) was added and stirring continued for 48 hours. The reaction mixture was poured into water, acidified with dilute hydrochloric acid and extracted into ethyl acetate. The combined organic solutions were dried (MgSO4), filtered and concentrated. The crude re... The reactants are C1COCCO1, CC1CN(C(=O)OC(C)(C)C)CCN1S(=O)(=O)c1ccc(C(F)(F)F)cc1, Cl. Product: CC1CNCCN1S(=O)(=O)c1ccc(C(F)(F)F)cc1, Cl. As a reaction SMILES: [CH2:29]1[O:30][CH2:31][CH2:32][O:33][CH2:34]1.[CH3:1][CH:2]1[CH2:3][N:4]([C:21]([O:22][C:23]([CH3:24])([CH3:25])[CH3:26])=[O:27])[CH2:5][CH2:6][N:7]1[S:8](=[O:9])(=[O:10])[c:11]1[cH:12][cH:13][c:14]([C:17]([F:18])([F:19])[F:20])[cH:15][cH:16]1.[ClH:28]>>[CH3:1][CH:2]1[CH2:3][NH:4][CH2:5][CH2:6][N:7]1[S:8](=[O:9])(=[O:10])[c:11]1[cH:12][cH:13][c:14]([C:17]([F:18])([F:19])[F:20])[cH:15][cH:16]1.[ClH:28]. The reactants are COP(=O)(OC)CC([C@H](CC=C)NC(OC(C)(C)C)=O)=O ((S)-tert-Butyl 1-(dimethoxyphosphoryl)-2-oxohex-5-en-3-ylcarbamate), C(=O)C1=C(C=C(C=C1)NC(OC)=O)[N+](=O)[O-] (Methyl (4-formyl-3-nitrophenyl)carbamate), C(=O)([O-])[O-].[K+].[K+] (K2CO3). The solvent is C1CCOC1 (THF), CCO (EtOH). The product is C(C)(C)(C)OC(=O)N[C@H](C(/C=C/C1=C(C=C(C=C1)NC(OC)=O)[N+](=O)[O-])=O)CC=C (Methyl (4-((1E,4S)-4-((tert-butoxycarbonyl)amino)-3-oxohepta-1,6-dien-1-yl)-3-nitrophenyl)carbamate). The yield is 90.0%. RXN SMILES: COP([CH2:7][C:8](=[O:21])[C@@H:9]([NH:13][C:14](=[O:20])[O:15][C:16]([CH3:19])([CH3:18])[CH3:17])[CH2:10][CH:11]=[CH2:12])(OC)=O.[CH:22]([C:24]1[CH:29]=[CH:28][C:27]([NH:30][C:31](=[O:34])[O:32][CH3:33])=[CH:26][C:25]=1[N+:35]([O-:37])=[O:36])=O.C([O-])([O-])=O.[K+].[K+]>C1COCC1.CCO>[C:16]([O:15][C:14]([NH:13][C@@H:9]([CH2:10][CH:11]=[CH2:12])[C:8](=[O:21])/[CH:7]=[CH:22]/[C:24]1[CH:29]=[CH:28][C:27]([NH:30][C:31](=[O:34])[O:32][CH3:33])=[CH:26][C:25]=1[N+:35]([O-:37])=[O:36])=[O:20])([CH3:17])([CH3:18])[CH3:19] |f:2.3.4|. Procedure details: To a vigorously stirred solution of 5E (4.47 g, 13.92 mmol) and 5D (2.6 g, 11.60 mmol) in THF (anhydrous) (115 mL) and EtOH (absolute) (1.148 mL) under nitrogen was added portion wise K2CO3 (anhydrous) (2.56 g, 18.56 mmol) at 0° C. The reaction mixture was allowed to raise to rt and then the mixture was heated at 55° C. The reaction mixture was then filtered with the aid of EtOAc and the filtrate evaporated to a residue which was dissolved in a small amount of methylene chloride and purified by ... Run at time 1.5 hour. Reactants: C(C)OC(CC1SC2(N(C1=O)CCC1=CC=CC=C1)CCN(CC2)CCC(C(=O)OCC)=O)=O (ethyl 4-[2-(2-ethoxy-2-oxoethyl)-3-oxo-4-phenethyl-1-thia-4,8-diazaspiro[4.5]decan-8-yl]-oxobutanoate), aqueous solution, [OH-].[Na+] (sodium hydroxide), ice water, C(C)(=O)OCC (ethyl acetate), Cl (hydrochloric acid). The product is C(=O)(O)CC1SC2(N(C1=O)CCC1=CC=CC=C1)CCN(CC2)C(CCC(=O)O)=O (4-[2-(carboxymethyl)-3-oxo-4-phenethyl-1-thia-4,8-diazaspiro[4.5]decan-8-yl]-4-oxobutanoic acid). Run in C(C)O (ethanol). Procedure: In 2.5 ml of ethanol was dissolved 0.51 g of ethyl 4-[2-(2-ethoxy-2-oxoethyl)-3-oxo-4-phenethyl-1-thia-4,8-diazaspiro[4.5]decan-8-yl]-oxobutanoate. After adding 2.5 ml of 1 mol/L aqueous solution of sodium hydroxide at 0-5° C., the resulting mixture was stirred at ambient temperature for 1.5 hours. The reaction mixture was poured into a mixture of ice water and ethyl acetate, pH was adjusted to 2.0 with 2 mol/L hydrochloric acid, and the organic layer was separated. The organic layer thus obtain... Reaction SMILES: C([O:3][C:4](=[O:34])[CH2:5][CH:6]1[C:10](=[O:11])[N:9]([CH2:12][CH2:13][C:14]2[CH:19]=[CH:18][CH:17]=[CH:16][CH:15]=2)[C:8]2([CH2:24][CH2:23][N:22]([CH2:25][CH2:26][C:27](=O)[C:28]([O:30]CC)=[O:29])[CH2:21][CH2:20]2)[S:7]1)C.[OH-].[Na+].C(OCC)(=[O:39])C.Cl>C(O)C>[C:4]([CH2:5][CH:6]1[C:10](=[O:11])[N:9]([CH2:12][CH2:13][C:14]2[CH:15]=[CH:16][CH:17]=[CH:18][CH:19]=2)[C:8]2([CH2:24][CH2:23][N:22]([C:25](=[O:39])[CH2:26][CH2:27][C:28]([OH:30])=[O:29])[CH2:21][CH2:20]2)[S:7]1)([OH:3])=[O:34] |f:1.2|. Reactants: O (water), C(C)(C)(C)OC(NCC1=CC2=C(OC3=C1C=CC=C3)C=CC=C2)=O (dibenz[b,f]oxepin-10-ylmethyl-carbamic acid tert-butyl ester), [H-].[Na+] (sodium hydride), C(C#C)Br (propargyl bromide). Run in [Cl-].[Na+].O (brine), CN(C=O)C (dimethylformamide), COC(C)(C)C (tert-butyl methyl ether). Run at time 15 minute. Product: C(C)(C)(C)OC(N(CC#C)CC1=CC2=C(OC3=C1C=CC=C3)C=CC=C2)=O (dibenz[b,f]oxepin-10-ylmethyl-prop-2-ynyl-carbamic acid tert-butyl ester). Yield: 98.8%. As a reaction SMILES: [C:1]([O:5][C:6](=[O:24])[NH:7][CH2:8][C:9]1[C:15]2[CH:16]=[CH:17][CH:18]=[CH:19][C:14]=2[O:13][C:12]2[CH:20]=[CH:21][CH:22]=[CH:23][C:11]=2[CH:10]=1)([CH3:4])([CH3:3])[CH3:2].[H-].[Na+].[CH2:27](Br)[C:28]#[CH:29].O>CN(C)C=O.[Cl-].[Na+].O.COC(C)(C)C>[C:1]([O:5][C:6](=[O:24])[N:7]([CH2:8][C:9]1[C:15]2[CH:16]=[CH:17][CH:18]=[CH:19][C:14]=2[O:13][C:12]2[CH:20]=[CH:21][CH:22]=[CH:23][C:11]=2[CH:10]=1)[CH2:29][C:28]#[CH:27])([CH3:4])([CH3:2])[CH3:3] |f:1.2,6.7.8|. Procedure details: 1.0 g (3.091 mmol) of dibenz[b,f]oxepin-10-ylmethyl-carbamic acid tert-butyl ester is placed in 10 ml of dimethylformamide, 0.22 g (4.636 mmol) of 55% sodium hydride suspension (in oil) is added at room temperature, the mixture is stirred for 15 minutes and then 0.279 ml (3.709 mmol) of propargyl bromide is added dropwise at room temperature. After 1 hour, water and a small amount of brine are carefully added and tert-butyl methyl ether is mixed in. The organic phase is washed 4× with water, dri...